This data is from the Open Reaction Database (ORD), a public repository of structured organic reaction records. The task is: describe an organic reaction: reactants, conditions, products, and yield Reactants: OC1=CC=C2CC3N(CCC4=CC=CC(C2=C1O)=C43)C ((-)-10,11-Dihydroxyaporphine), C1(=CC=CC=C1)C (toluene), CN(C=O)C (dimethyl formamide), methanolic solution, [OH-].C1(=CC=CC=C1)[N+](C)(C)C (phenyl trimethyl ammonium hydroxide). Conditions: temperature 130 celsius. The product is COC1=CC=C2CC3N(CCC4=CC=CC(C2=C1OC)=C43)C ((-)-10,11-dimethoxyaporphine). Reaction SMILES: OC1C(O)=C2C(C[CH:7]3[C:19]4[C:11](=[CH:12][CH:13]=[CH:14][C:15]2=4)[CH2:10][CH2:9][N:8]3[CH3:20])=CC=1.CN(C)[CH:23]=[O:24].[OH-:26].[C:27]1([N+](C)(C)C)C=CC=CC=1.[C:37]1([CH3:43])[CH:42]=[CH:41][CH:40]=[CH:39][CH:38]=1>>[CH3:27][O:26][C:40]1[C:41]([O:24][CH3:23])=[C:42]2[C:37]([CH2:43][CH:7]3[C:19]4[C:11](=[CH:12][CH:13]=[CH:14][C:15]2=4)[CH2:10][CH2:9][N:8]3[CH3:20])=[CH:38][CH:39]=1 |f:2.3|. Procedure: 1.7 g. (-)-10,11-Dihydroxyaporphine are dissolved in 15 ml. dimethyl formamide. After the addition of 130 ml. toluene, the mixture is heated to 110° C. (bath temperature) and, within the course of 30 minutes, 25.6 ml. of a 1N methanolic solution of phenyl trimethyl ammonium hydroxide added thereto dropwise, with vigorous stirring and the simultaneous distilling off of the toluene/alcohol azeotrope. After completion of the addition, the bath temperature is gradually increased to 130° C. As soon a... The reactants are O=C([O-])C(=O)[O-], Cc1ccc2[nH]c3c(c2c1)CCN(C)CC3, O=C(CCl)NC1CCCCC1, [Cu]I, [K+], [K+], [K+], CN(C)C=O, O=C(O)C1CCCN1, O=C(O)C(=O)O, O=P([O-])([O-])[O-]. Yields the product Cc1ccc2c(c1)c1c(n2CC(=O)NC2CCCCC2)CCN(C)CC1. RXN SMILES: [C:50]([O-:51])(=[O:52])[C:53]([O-:54])=[O:55].[CH3:1][N:2]1[CH2:3][CH2:4][c:5]2[nH:6][c:7]3[cH:8][cH:9][c:10]([CH3:16])[cH:11][c:12]3[c:13]2[CH2:14][CH2:15]1.[Cl:33][CH2:34][C:35](=[O:36])[NH:37][CH:38]1[CH2:39][CH2:40][CH2:41][CH2:42][CH2:43]1.[Cu:56][I:57].[K+:30].[K+:31].[K+:32].[O:58]=[CH:59][N:60]([CH3:61])[CH3:62].[OH:17][C:18]([CH:19]1[NH:20][CH2:21][CH2:22][CH2:23]1)=[O:24].[OH:44][C:45]([C:46](=[O:47])[OH:48])=[O:49].[P:25]([O-:26])([O-:27])([O-:28])=[O:29]>>[CH3:1][N:2]1[CH2:3][CH2:4][c:5]2[n:6]([CH2:34][C:35](=[O:36])[NH:37][CH:38]3[CH2:39][CH2:40][CH2:41][CH2:42][CH2:43]3)[c:7]3[cH:8][cH:9][c:10]([CH3:16])[cH:11][c:12]3[c:13]2[CH2:14][CH2:15]1. Reactants: CS(=O)C1=CC=C(C=C1)NC(=O)N1CC(CCC1)C1(C(NC2=CC(=CC=C12)Cl)=O)CC1=CC(=CC=C1)Cl (rac-3-[6-chloro-3-(3-chloro-benzyl)-2-oxo-2,3-dihydro-1H-indol-3-yl]-piperidine-1-carboxylic acid (4-methanesulfinyl-phenyl)-amide), ClC=1C=C(C=CC1)C(=O)OO (3-chloro-benzenecarboperoxoic acid). Solvent: ClCCl (dichloromethane). Run at time 1 hour. The product is CS(=O)(=O)C1=CC=C(C=C1)NC(=O)N1CC(CCC1)C1(C(NC2=CC(=CC=C12)Cl)=O)CC1=CC(=CC=C1)Cl (rac-3-[6-chloro-3-(3-chloro-benzyl)-2-oxo-2,3-dihydro-1H-indol-3-yl]-piperidine-1-carboxylic acid (4-methanesulfonyl-phenyl)-amide). RXN SMILES: [CH3:1][S:2]([C:4]1[CH:9]=[CH:8][C:7]([NH:10][C:11]([N:13]2[CH2:18][CH2:17][CH2:16][CH:15]([C:19]3([CH2:30][C:31]4[CH:36]=[CH:35][CH:34]=[C:33]([Cl:37])[CH:32]=4)[C:27]4[C:22](=[CH:23][C:24]([Cl:28])=[CH:25][CH:26]=4)[NH:21][C:20]3=[O:29])[CH2:14]2)=[O:12])=[CH:6][CH:5]=1)=[O:3].ClC1C=C(C(OO)=[O:46])C=CC=1>ClCCl>[CH3:1][S:2]([C:4]1[CH:5]=[CH:6][C:7]([NH:10][C:11]([N:13]2[CH2:18][CH2:17][CH2:16][CH:15]([C:19]3([CH2:30][C:31]4[CH:36]=[CH:35][CH:34]=[C:33]([Cl:37])[CH:32]=4)[C:27]4[C:22](=[CH:23][C:24]([Cl:28])=[CH:25][CH:26]=4)[NH:21][C:20]3=[O:29])[CH2:14]2)=[O:12])=[CH:8][CH:9]=1)(=[O:46])=[O:3]. Reported procedure: To a solution of rac-3-[6-chloro-3-(3-chloro-benzyl)-2-oxo-2,3-dihydro-1H-indol-3-yl]-piperidine-1-carboxylic acid (4-methanesulfinyl-phenyl)-amide (85 mg, 0.15 mmol) (from Example 81 supra) in dichloromethane (4 mL) was added 3-chloro-benzenecarboperoxoic acid (52.6 mg, 0.3 mmol) (Aldrich). The mixture was stirred at room temperature for 1 hour. The mixture was partitioned between dichlormethane and water. The aqueous layer was extracted with dichlormethane. The combined organic layer was washe... The reactants are [Cl-].[Li+] (Lithium chloride), [Cu]C#N (copper(I) cyanide), Cl[Si](C)(C)C (Chlorotrimethylsilane), C(=C)C(=O)CC (ethyl vinyl ketone), [Br-].IC1=C(C[Zn+])C=CC=C1 (2-iodobenzyl zinc bromide). Solvent: O1CCCC1 (tetrahydrofuran), CCOCC (ether), O (water), O1CCCC1 (tetrahydrofuran). Conditions: temperature -78 celsius, time 20 minute. The product is IC1=C(C=CC=C1)CCCC(CC)=O (6-(2-Iodophenyl)-3-hexanone). Isolated yield 102.5%. RXN SMILES: [Cl-].[Li+].[Cu]C#N.[Br-].[I:7][C:8]1[CH:15]=[CH:14][CH:13]=[CH:12][C:9]=1[CH2:10][Zn+].Cl[Si](C)(C)C.[CH:21]([C:23]([CH2:25][CH3:26])=[O:24])=[CH2:22]>O1CCCC1.CCOCC.O>[I:7][C:8]1[CH:15]=[CH:14][CH:13]=[CH:12][C:9]=1[CH2:10][CH2:22][CH2:21][C:23](=[O:24])[CH2:25][CH3:26] |f:0.1,3.4|. Reported procedure: Lithium chloride (6.6 g, 150 mmole) (dried overnight at 115° C. under vacuum) and copper(I) cyanide (6.72 g, 75 mmole) were stirred with tetrahydrofuran (75 ml) under nitrogen for 10 minutes then cooled to −78° C. A solution of 2-iodobenzyl zinc bromide (150 ml, 0.5M in THF, 75 mmol) was added and the mixture was warmed to −15° C., held at this temperature for 20 min then re-cooled to −78° C. Chlorotrimethylsilane (19.1 ml, 150 mmol) was added followed by a solution of ethyl vinyl ketone (7.4 ml...